Dataset: the Open Reaction Database (ORD), a public repository of structured organic reaction records. Task: describe an organic reaction: reactants, conditions, products, and yield Reactants: CC1=CC=C(C=C1)CC(=O)O (4-methylphenylacetic acid), C(C(C)C)OC([C@@H](N)C)=O (L-alanine iso-butyl ester). The product is C(C(C)C)OC([C@@H](NC(CC1=CC=C(C=C1)C)=O)C)=O (N-[(4-methylphenyl)acetyl]-L-alanine iso-butyl ester). As a reaction SMILES: [CH3:1][C:2]1[CH:7]=[CH:6][C:5]([CH2:8][C:9]([OH:11])=O)=[CH:4][CH:3]=1.[CH2:12]([O:16][C:17](=[O:21])[C@H:18]([CH3:20])[NH2:19])[CH:13]([CH3:15])[CH3:14]>>[CH2:12]([O:16][C:17](=[O:21])[C@H:18]([CH3:20])[NH:19][C:9](=[O:11])[CH2:8][C:5]1[CH:4]=[CH:3][C:2]([CH3:1])=[CH:7][CH:6]=1)[CH:13]([CH3:15])[CH3:14]. Procedure: Following General Procedure BI above, and using 4-methylphenylacetic acid (Aldrich) and L-alanine iso-butyl ester (prepared following General Procedure BJ above), the title compound was prepared. The reaction was monitored by tlc on silica gel and purification was by filtration as described in the general procedure.